From a dataset of the Open Reaction Database (ORD), a public repository of structured organic reaction records. describe an organic reaction: reactants, conditions, products, and yield The reactants are COC1=CC(=C(C=C1C)CC#N)[N+](=O)[O-] ((4-methoxy-5-methyl-2-nitrophenyl)acetonitrile), O1CCCC1 (tetrahydrofuran). Reagents/catalysts: [C].[Pd] (palladium-carbon). Run in C(CCC)O (n-butanol). Conditions: temperature 60 celsius, time 36 hour. The product is COC1=C(C=C2C=CNC2=C1)C (6-Methoxy-5-methylindole). The yield is 69.3%. Reaction SMILES: [CH3:1][O:2][C:3]1[C:8]([CH3:9])=[CH:7][C:6]([CH2:10][C:11]#N)=[C:5]([N+:13]([O-])=O)[CH:4]=1.O1CCCC1>[C].[Pd].C(O)CCC>[CH3:1][O:2][C:3]1[CH:4]=[C:5]2[C:6]([CH:10]=[CH:11][NH:13]2)=[CH:7][C:8]=1[CH3:9] |f:2.3|. Procedure details: To a solution of (4-methoxy-5-methyl-2-nitrophenyl)acetonitrile (0.24 g) in a mixed solvent of tetrahydrofuran (2 mL) and n-butanol (2 mL) was added palladium-carbon powder (0.043 g) under an argon atmosphere and this mixture was stirred at 60° C. under a hydrogen atmosphere for 36 hours. The insoluble material was removed by filtration and the filtrate was concentrated under reduced pressure. The residue was purified by column chromatography on silica gel (eluent: n-hexane/ethyl acetate) to giv... Reactants: BrC1=C2C=3C=CC(=CC3NC2=C(C=C1)C(N)=O)C(=O)OCC (ethyl 5-bromo-8-carbamoyl-9H-carbazole-2-carboxylate), Intermediate 48-1, C1CC(=O)N(C1=O)Cl (NCS). The solvent is C(Cl)(Cl)(Cl)Cl (CCl4), CN(C)C=O (DMF). The product is EtOAc-hexanes, BrC1=C2C=3C=CC(=CC3NC2=C(C=C1Cl)C(N)=O)C(=O)OCC (ethyl 5-bromo-8-carbamoyl-6-chloro-9H-carbazole-2-carboxylate). Yield: 65.0%. RXN SMILES: [Br:1][C:2]1[CH:14]=[CH:13][C:12]([C:15](=[O:17])[NH2:16])=[C:11]2[C:3]=1[C:4]1[CH:5]=[CH:6][C:7]([C:18]([O:20][CH2:21][CH3:22])=[O:19])=[CH:8][C:9]=1[NH:10]2.C1C(=O)N([Cl:30])C(=O)C1>C(Cl)(Cl)(Cl)Cl.CN(C=O)C>[Br:1][C:2]1[C:14]([Cl:30])=[CH:13][C:12]([C:15](=[O:17])[NH2:16])=[C:11]2[C:3]=1[C:4]1[CH:5]=[CH:6][C:7]([C:18]([O:20][CH2:21][CH3:22])=[O:19])=[CH:8][C:9]=1[NH:10]2. Reported procedure: A mixture of ethyl 5-bromo-8-carbamoyl-9H-carbazole-2-carboxylate [synthesized according to the procedure described in U.S. Pat. No. 8,084,620, Intermediate 48-1] (0.100 g, 0.277 mmol) and NCS (recrystallized from toluene; 0.037 g, 0.277 mmol) in CCl4 (10 mL) and DMF (2 mL) was stirred at room temperature for 112 h. The mixture was filtered, and the collected precipitate was washed with CCl4 and dried overnight under vacuum. The residue was purified by column chromatography on silica gel (40 g),... Reactants: CO, Cl, O, CC12CCC3C4=C(CCC3C1CCC21CC(O)CO1)CC(=O)CC4. The product is CC12CCC3C4CCC(=O)C=C4CCC3C1CCC21CC(O)CO1. As a reaction SMILES: [CH3:25][OH:26].[ClH:27].[OH2:28].[OH:1][CH:2]1[CH2:3][C:4]2([C:5]3([CH3:6])[CH:7]([CH2:8][CH2:9]2)[CH:10]2[CH2:11][CH2:12][C:13]4=[C:18]([CH2:17][CH2:16][C:15](=[O:22])[CH2:14]4)[CH:19]2[CH2:20][CH2:21]3)[O:23][CH2:24]1>>[OH:1][CH:2]1[CH2:3][C:4]2([C:5]3([CH3:6])[CH:7]([CH2:8][CH2:9]2)[CH:10]2[CH2:11][CH2:12][C:13]4=[CH:14][C:15](=[O:22])[CH2:16][CH2:17][CH:18]4[CH:19]2[CH2:20][CH2:21]3)[O:23][CH2:24]1. The reactants are S1C(=NC2=C1C=CC=C2)NC(=O)C=2C=CC=C1CCN(CC21)C=2SC(=C(N2)C(=O)OCC)CCCCl (ethyl 2-(8-(benzo[d]thiazol-2-ylcarbamoyl)-3,4-dihydroisoquinolin-2(1H)-yl)-5-(3-chloropropyl)thiazole-4-carboxylate), [I-].[Na+] (sodium iodide). The solvent is C(C)#N (acetonitrile). Reaction conditions: temperature 90 celsius. Yields the product S1C(=NC2=C1C=CC=C2)NC(=O)C=2C=CC=C1CCN(CC21)C=2SC(=C(N2)C(=O)OCC)CCCI (ethyl 2-(8-(benzo[d]thiazol-2-ylcarbamoyl)-3,4-dihydroisoquinolin-2(1H)-yl)-5-(3-iodopropyl)thiazole-4-carboxylate). RXN SMILES: [S:1]1[C:5]2[CH:6]=[CH:7][CH:8]=[CH:9][C:4]=2[N:3]=[C:2]1[NH:10][C:11]([C:13]1[CH:14]=[CH:15][CH:16]=[C:17]2[C:22]=1[CH2:21][N:20]([C:23]1[S:24][C:25]([CH2:33][CH2:34][CH2:35]Cl)=[C:26]([C:28]([O:30][CH2:31][CH3:32])=[O:29])[N:27]=1)[CH2:19][CH2:18]2)=[O:12].[I-:37].[Na+]>C(#N)C>[S:1]1[C:5]2[CH:6]=[CH:7][CH:8]=[CH:9][C:4]=2[N:3]=[C:2]1[NH:10][C:11]([C:13]1[CH:14]=[CH:15][CH:16]=[C:17]2[C:22]=1[CH2:21][N:20]([C:23]1[S:24][C:25]([CH2:33][CH2:34][CH2:35][I:37])=[C:26]([C:28]([O:30][CH2:31][CH3:32])=[O:29])[N:27]=1)[CH2:19][CH2:18]2)=[O:12] |f:1.2|. Reported procedure: To ethyl 2-(8-(benzo[d]thiazol-2-ylcarbamoyl)-3,4-dihydroisoquinolin-2(1H)-yl)-5-(3-chloropropyl)thiazole-4-carboxylate (2B) (9.3 g, 17.2 mmol) in acetonitrile (125 mL) was added sodium iodide (25.8 g, 172 mmol). The reaction mixture was purged with nitrogen twice. The reaction mixture was then heated at 90° C. for 5 hours, cooled to rt, and concentrated under reduced pressure. The concentrate was diluted with EtOAc, washed with water, brine, dried over MgSO4, filtered, and concentrated under re... Reactants: resultant mixture, Cl (Hydrochloric acid), N1CCNCCC1 (homopiperazine), C(C)(=O)[O-].[Na+] (sodium acetate), ClC(=O)OCC (ethyl chloroformate). Solvent: O (water). Yields the product N1(CCNCCC1)C(=O)OCC (ethyl 1-homopiperazinecarboxylate). Isolated yield 67.1%. Reaction SMILES: Cl.[NH:2]1[CH2:8][CH2:7][CH2:6][NH:5][CH2:4][CH2:3]1.C([O-])(=O)C.[Na+].Cl[C:15]([O:17][CH2:18][CH3:19])=[O:16]>O>[N:2]1([C:15]([O:17][CH2:18][CH3:19])=[O:16])[CH2:8][CH2:7][CH2:6][NH:5][CH2:4][CH2:3]1 |f:2.3|. Procedure details: 2N Hydrochloric acid was added to a solution of 1.10 g of homopiperazine in 15 ml of water at room temperature until a pH of 2 was attained. Then, 40% aqueous sodium acetate and 1.28 g of ethyl chloroformate were added alternately in portions within the pH range of 2.0 to 3.5, and the resultant mixture was stirred at room temperature for 2 hours. The reaction mixture was washed with ethyl acetate, and the aqueous layer was saturated with potassium carbonate and extracted with ethyl acetate. The ...